Dataset: the Open Reaction Database (ORD), a public repository of structured organic reaction records. Task: describe an organic reaction: reactants, conditions, products, and yield Reactants: O=C([O-])[O-], CI, [Cs+], [Cs+], CN(C)C=O, O, CC1(C)Nc2ccc3c(c2NC1=O)c(=O)oc1cccc(O)c13. Yields the product COc1cccc2oc(=O)c3c4c(ccc3c12)NC(C)(C)C(=O)N4. Reaction SMILES: [C:24](=[O:25])([O-:26])[O-:27].[CH3:30][I:31].[Cs+:28].[Cs+:29].[O:33]=[CH:34][N:35]([CH3:36])[CH3:37].[OH2:32].[OH:1][c:2]1[cH:3][cH:4][cH:5][c:6]2[o:7][c:8](=[O:23])[c:9]3[c:10]4[c:15]([cH:16][cH:17][c:18]3[c:19]12)[NH:14][C:13]([CH3:20])([CH3:21])[C:12](=[O:22])[NH:11]4>>[O:1]([c:2]1[cH:3][cH:4][cH:5][c:6]2[o:7][c:8](=[O:23])[c:9]3[c:10]4[c:15]([cH:16][cH:17][c:18]3[c:19]12)[NH:14][C:13]([CH3:20])([CH3:21])[C:12](=[O:22])[NH:11]4)[CH3:24]. The reactants are [BH4-], CCOC(=O)COCCCCN1C(=O)CCCC1C=CC(=O)Cc1cccc(Cl)c1, CCO, ClCCl, [Na+]. Product: CCOC(=O)COCCCCN1C(=O)CCCC1C=CC(O)Cc1cccc(Cl)c1. Reaction SMILES: [BH4-:1].[CH2:6]([CH3:7])[O:8][C:9]([CH2:10][O:11][CH2:12][CH2:13][CH2:14][CH2:15][N:16]1[CH:17]([CH:23]=[CH:24][C:25]([CH2:26][c:27]2[cH:28][c:29]([Cl:33])[cH:30][cH:31][cH:32]2)=[O:34])[CH2:18][CH2:19][CH2:20][C:21]1=[O:22])=[O:35].[CH3:3][CH2:4][OH:5].[Cl:36][CH2:37][Cl:38].[Na+:2]>>[CH2:6]([CH3:7])[O:8][C:9]([CH2:10][O:11][CH2:12][CH2:13][CH2:14][CH2:15][N:16]1[CH:17]([CH:23]=[CH:24][CH:25]([CH2:26][c:27]2[cH:28][c:29]([Cl:33])[cH:30][cH:31][cH:32]2)[OH:34])[CH2:18][CH2:19][CH2:20][C:21]1=[O:22])=[O:35]. Starting materials: C(C)N1CCOCC1 (N-ethylmorpholine), ON1N=NC2=C1C=CC=C2 (1-hydroxy-1H-benzotriazole), COS(=O)(=O)C1=CC=C(C=C1)C.C1(CCCCC1)N=C=NCCN1CCOCC1 (N-cyclohexyl-N'-(2-morpholinoethyl)-carbodiimide methyl-p-toluenesulfonate), ClC1=C(C(=NC=C1)C(=O)O)OC (4-chloro-3-methoxypyridine-2-carboxylic acid), S(=O)(=O)(O)C1=CC=C(C)C=C1.C(CCCCCCCCCCCCCCC)OC(CN)=O (glycine hexadecyl ester tosylate), NCC(=O)O (glycine), C(CCCCCCCCCCCCCCC)O (1-hexadecanol), C1(=CC=C(C=C1)S(=O)(=O)O)C (p-toluene-sulfonic acid), O (water). Run in C1(=CC=CC=C1)C (toluene), ClCCl (dichloromethane). Reaction conditions: time 24 hour. The product is Cl.C(CCCCCCCCCCCCCCC)OC(=O)CNC(=O)C1=NC=CC=C1OC (3-Methoxypyridine-2-carboxylic acid N-(((hexadecyloxy)-carbonyl)methyl)amide hydrochloride). Reaction SMILES: [CH2:1]([N:3]1[CH2:8][CH2:7][O:6][CH2:5]C1)[CH3:2].ON1[C:14]2[CH:15]=[CH:16][CH:17]=[CH:18][C:13]=2N=N1.COS([C:24]1[CH:29]=[CH:28][C:27]([CH3:30])=[CH:26][CH:25]=1)(=O)=O.C1(N=C=NCCN2CC[O:45][CH2:44]C2)CCCCC1.[Cl:48]C1C=CN=C(C(O)=O)C=1OC.S([C:64]1[CH:70]=CC(C)=C[CH:65]=1)(O)(=O)=O.C(O[C:88](=[O:91])[CH2:89][NH2:90])CCCCCCCCCCCCCCC.NCC(O)=O.[CH2:97](O)CCCCCCCCCCCCCCC.C1(C)C=CC(S(O)(=O)=O)=CC=1.[OH2:125]>ClCCl.C1(C)C=CC=CC=1>[ClH:48].[CH2:65]([O:125][C:88]([CH2:89][NH:90][C:44]([C:8]1[C:7]([O:6][CH3:5])=[CH:97][CH:2]=[CH:1][N:3]=1)=[O:45])=[O:91])[CH2:64][CH2:70][CH2:26][CH2:25][CH2:24][CH2:29][CH2:28][CH2:27][CH2:30][CH2:13][CH2:18][CH2:17][CH2:16][CH2:15][CH3:14] |f:2.3,5.6,13.14|. Procedure: 7.7 ml (60mmol) of N-ethylmorpholine, 4.5 g (33mmol) of 1-hydroxy-1H-benzotriazole and 12.8 g (30 mmol) of N-cyclohexyl-N'-(2-morpholinoethyl)-carbodiimide methyl-p-toluenesulfonate (CMC) were added, in analogy with Examples 90b) and c), to 5.7 g (30 mmol) of 4-chloro-3-methoxypyridine-2-carboxylic acid and 14.2 g (30mmol) of glycine hexadecyl ester tosylate (m.p. approximately 90° C., prepared from glycine, 1-hexadecanol and p-toluene-sulfonic acid on a water separator using toluene) in 300 ml ... Starting materials: CCO, COC(=O)c1ccc2nccnc2c1, Cl, [Na+], [OH-]. The product is O=C(O)c1ccc2nccnc2c1. Reaction SMILES: [CH3:18][CH2:19][OH:20].[CH3:1][O:2][C:3](=[O:4])[c:5]1[cH:6][c:7]2[n:8][cH:9][cH:10][n:11][c:12]2[cH:13][cH:14]1.[ClH:17].[Na+:16].[OH-:15]>>[O:2]=[C:3]([OH:4])[c:5]1[cH:6][c:7]2[n:8][cH:9][cH:10][n:11][c:12]2[cH:13][cH:14]1. The reactants are S1CCC(CC1)=O (Tetrahydrothiopyran-4-one), CC=1C=C(C=C(C1)C1=CN=CS1)NC1=NC=CC(=N1)C(F)(F)F (N-[3-methyl-5-(1,3-thiazol-5-yl)phenyl]-4-(trifluoromethyl)pyrimidin-2-amine), CC=1C=C(C=C(C1)C1=CN=CS1)NC1=NC=CC(=N1)C(F)(F)F (N-[3-methyl-5-(1,3-thiazol-5-yl)phenyl]-4-(trifluoromethyl)pyrimidin-2-amine), C(C)(C)[N-]C(C)C.[Li+] (lithium diisopropylamide). The solvent is C1CCOC1 (THF), C1CCOC1 (THF), C1CCOC1 (THF). Run at temperature -78 celsius, time 30 minute. Product: CC=1C=C(C=C(C1)NC1=NC=CC(=N1)C(F)(F)F)C1=CN=C(S1)C1(CCSCC1)O (4-[5-(3-methyl-5-{[4-(trifluoromethyl)pyrimidin-2-yl]amino}-phenyl)-1,3-thiazol-2-yl]tetrahydro-2H-thiopyran-4-ol). Yield: 59.9%. RXN SMILES: [CH3:1][C:2]1[CH:3]=[C:4]([NH:13][C:14]2[N:19]=[C:18]([C:20]([F:23])([F:22])[F:21])[CH:17]=[CH:16][N:15]=2)[CH:5]=[C:6]([C:8]2[S:12][CH:11]=[N:10][CH:9]=2)[CH:7]=1.C([N-]C(C)C)(C)C.[Li+].[S:32]1[CH2:37][CH2:36][C:35](=[O:38])[CH2:34][CH2:33]1>C1COCC1>[CH3:1][C:2]1[CH:7]=[C:6]([C:8]2[S:12][C:11]([C:35]3([OH:38])[CH2:36][CH2:37][S:32][CH2:33][CH2:34]3)=[N:10][CH:9]=2)[CH:5]=[C:4]([NH:13][C:14]2[N:19]=[C:18]([C:20]([F:21])([F:23])[F:22])[CH:17]=[CH:16][N:15]=2)[CH:3]=1 |f:1.2|. Reported procedure: A solution of N-[3-methyl-5-(1,3-thiazol-5-yl)phenyl]-4-(trifluoromethyl)pyrimidin-2-amine (Intermediate 4, 1.50 g, 4.46 mmol) in THF (10 mL) was added dropwise to a solution of lithium diisopropylamide (7.43 ml, 13.38 mmol) in THF (15 mL) at −78° C. and the resulting mixture was stirred at −78° C. for 30 minutes. Tetrahydrothiopyran-4-one (0.57 g, 4.91 mmol) in THF (5 mL) was then added, the dry ice bath was removed and the reaction was allowed to warm to room temperature. The reaction was quen...